This data is from the Open Reaction Database (ORD), a public repository of structured organic reaction records. The task is: describe an organic reaction: reactants, conditions, products, and yield The reactants are C(C)(=O)OC(C)=O (acetic anhydride), C(=O)O (formic acid), CSC(C(=O)C=1N=C(SC1)N)=O (2-(2-aminothiazol-4-yl)thioglyoxylic S-acid metyl ester). Run in O (water), O (water), O (water). Reaction conditions: time 1 hour. Product: CSC(C(=O)C=1N=C(SC1)NC=O)=O (2-(2-formylaminothiazol-4-yl)thioglyoxylic S-acid methyl ester). Yield: 95.2%. RXN SMILES: [C:1](OC(=O)C)(=[O:3])C.C(O)=O.[CH3:11][S:12][C:13](=[O:22])[C:14]([C:16]1[N:17]=[C:18]([NH2:21])[S:19][CH:20]=1)=[O:15]>O>[CH3:11][S:12][C:13](=[O:22])[C:14]([C:16]1[N:17]=[C:18]([NH:21][CH:1]=[O:3])[S:19][CH:20]=1)=[O:15]. Reported procedure: A mixture of 40.8 g of acetic anhydride and 18.4 g of formic acid was stirred at 40° to 45° C. for 1 hour. To the resulting mixture was added 20.2 g of 2-(2-aminothiazol-4-yl)thioglyoxylic S-acid metyl ester, with water-cooling, after which the resulting mixture was stirred at 25° C. for 1 hour. Subsequently, 160 ml of water was added dropwise to the thus obtained reaction mixture with ice-cooling, after which the resulting mixture was stirred with water-cooling for 30 minutes, and the deposited... The yield is 90.5%. Product: BrC1=C(C=C(C=C1)C1=NOC(C1)(C(F)(F)F)C1=CC(=CC(=C1)Cl)Cl)C (3-(4-bromo-3-methylphenyl)-5-(3,5-dichlorophenyl)-5-trifluoromethyl-4,5-dihydroisoxazole). Reactants: ClC=1C=C(C=C(C1)Cl)C(=C)C(F)(F)F (3,5-dichloro-1-(1-trifluoromethylethenyl)benzene), BrC1=C(C(=C(C=NO)C=C1)Cl)C (4-bromo-chloro-3-methylbenzaldoxime), C(O)([O-])=O.[K+] (potassium hydrogen carbonate). Reported procedure: In a solution of 22.7 g of 3,5-dichloro-1-(1-trifluoromethylethenyl)benzene produced in Step 1 of Synthetic Example 3 and 26.0 g of 4-bromo-chloro-3-methylbenzaldoxime in 120 ml of tetrahydrofuran, 15.7 g of potassium hydrogen carbonate was added, and stirred under reflux with heat for 5 hours. After the completion of the reaction, the reaction mixture was left and cooled to room temperature, insoluble material was filtered off, then the solvent was distilled off under reduced pressure. 150 ml o... The solvent is O1CCCC1 (tetrahydrofuran). As a reaction SMILES: [Cl:1][C:2]1[CH:3]=[C:4]([C:9]([C:11]([F:14])([F:13])[F:12])=[CH2:10])[CH:5]=[C:6]([Cl:8])[CH:7]=1.[Br:15][C:16]1[CH:24]=[CH:23][C:19]([CH:20]=[N:21][OH:22])=[C:18](Cl)[C:17]=1[CH3:26].C(=O)([O-])O.[K+]>O1CCCC1>[Br:15][C:16]1[CH:24]=[CH:23][C:19]([C:20]2[CH2:10][C:9]([C:4]3[CH:3]=[C:2]([Cl:1])[CH:7]=[C:6]([Cl:8])[CH:5]=3)([C:11]([F:14])([F:12])[F:13])[O:22][N:21]=2)=[CH:18][C:17]=1[CH3:26] |f:2.3|. The reactants are ClC1=CC=C(C=N1)OC1CCN(CC1)C(=O)OC(C)(C)C (tert-butyl 4-((6-chloropyridin-3-yl)oxy)piperidine-1-carboxylate), C1(CC1)S(=O)(=O)C=1C=C2C=CNC2=CC1 (5-(Cyclopropylsulfonyl)-1H-indole), C1(CC1)S(=O)(=O)C=1C=C2C=CNC2=CC1 (5-(Cyclopropylsulfonyl)-1H-indole). Product: C(C)(C)(C)OC(=O)N1CCC(CC1)OC=1C=NC(=CC1)N1C=CC2=CC(=CC=C12)S(=O)(=O)C1CC1 (tert-Butyl-4-((6-(5-(cyclopropylsulfonyl)-1H-indol-1-yl)pyridin-3-yl)oxy)piperidine-1-carboxylate). RXN SMILES: Cl[C:2]1[N:7]=[CH:6][C:5]([O:8][CH:9]2[CH2:14][CH2:13][N:12]([C:15]([O:17][C:18]([CH3:21])([CH3:20])[CH3:19])=[O:16])[CH2:11][CH2:10]2)=[CH:4][CH:3]=1.[CH:22]1([S:25]([C:28]2[CH:29]=[C:30]3[C:34](=[CH:35][CH:36]=2)[NH:33][CH:32]=[CH:31]3)(=[O:27])=[O:26])[CH2:24][CH2:23]1>>[C:18]([O:17][C:15]([N:12]1[CH2:13][CH2:14][CH:9]([O:8][C:5]2[CH:6]=[N:7][C:2]([N:33]3[C:34]4[C:30](=[CH:29][C:28]([S:25]([CH:22]5[CH2:24][CH2:23]5)(=[O:27])=[O:26])=[CH:36][CH:35]=4)[CH:31]=[CH:32]3)=[CH:3][CH:4]=2)[CH2:10][CH2:11]1)=[O:16])([CH3:21])([CH3:20])[CH3:19]. Procedure details: The title compound was prepared by following the similar procedure as described in Example-1 by using tert-butyl 4-((6-chloropyridin-3-yl)oxy)piperidine-1-carboxylate (intermediate-6) and 5-(Cyclopropylsulfonyl)-1H-indole (intermediate 24).